From a dataset of the Open Reaction Database (ORD), a public repository of structured organic reaction records. describe an organic reaction: reactants, conditions, products, and yield Starting materials: CCOC(=O)COc1ccc(SC(C)c2cccc3nc(-c4ccc(C(F)(F)F)cc4)oc23)cc1C, CO, Cl, [Na+], [OH-]. The product is Cc1cc(SC(C)c2cccc3nc(-c4ccc(C(F)(F)F)cc4)oc23)ccc1OCC(=O)O. As a reaction SMILES: [CH3:1][c:2]1[c:3]([O:4][CH2:5][C:6](=[O:7])[O:8][CH2:9][CH3:10])[cH:11][cH:12][c:13]([S:15][CH:16]([CH3:17])[c:18]2[cH:19][cH:20][cH:21][c:22]3[n:23][c:24](-[c:27]4[cH:28][cH:29][c:30]([C:33]([F:34])([F:35])[F:36])[cH:31][cH:32]4)[o:25][c:26]23)[cH:14]1.[CH3:38][OH:39].[ClH:37].[Na+:41].[OH-:40]>>[CH3:1][c:2]1[c:3]([O:4][CH2:5][C:6](=[O:7])[OH:8])[cH:11][cH:12][c:13]([S:15][CH:16]([CH3:17])[c:18]2[cH:19][cH:20][cH:21][c:22]3[n:23][c:24](-[c:27]4[cH:28][cH:29][c:30]([C:33]([F:34])([F:35])[F:36])[cH:31][cH:32]4)[o:25][c:26]23)[cH:14]1. Starting materials: FC1=CC=C(C=C1)C1=C(N=C(N1)CO)C1=CC=C(C=C1)SC (5-(4-fluorophenyl)-2-hydroxymethyl-4-(4-methylthiophenyl)-1H-imidazole), OOS(=O)[O-].[K+] (OXONE), CO (methanol), O1CCCC1 (tetrahydrofuran). The solvent is O (water), O (water). Conditions: temperature 25 celsius, time 2 hour. Product: FC1=CC=C(C=C1)C=1N=C(NC1C1=CC=C(C=C1)S(=O)(=O)C)CO (4-(4-fluorophenyl)-2-hydroxymethyl-5-(4-methylsulfonylphenyl)-1H-imidazole). Yield: 70.0%. RXN SMILES: [F:1][C:2]1[CH:7]=[CH:6][C:5]([C:8]2[NH:12][C:11]([CH2:13][OH:14])=[N:10][C:9]=2[C:15]2[CH:20]=[CH:19][C:18](SC)=[CH:17][CH:16]=2)=[CH:4][CH:3]=1.O[O:24][S:25]([O-:27])=O.[K+].CO.O1CCC[CH2:32]1>O>[F:1][C:2]1[CH:3]=[CH:4][C:5]([C:8]2[N:12]=[C:11]([CH2:13][OH:14])[NH:10][C:9]=2[C:15]2[CH:20]=[CH:19][C:18]([S:25]([CH3:32])(=[O:27])=[O:24])=[CH:17][CH:16]=2)=[CH:6][CH:7]=1 |f:1.2|. Procedure: A mixture of 2-hydroxymethyl-imidazole from step 4 (150 mg, 0.4 mmol), OXONE®(450 mg, excess), water (2 ml), methanol (5 ml) and tetrahydrofuran (3 ml) was stirred at 25° C. for 2 hours. The reaction mixture was diluted with water (20 ml) and extracted with methylene chloride. After removal of solvent, the crude material was recrystallized from toluene to give 80 mg (70%) of 4-(4-fluorophenyl)-2-hydroxymethyl-5-(4-methylsulfonylphenyl)-1H-imidazole: m.p. 115°-117° C. Anal. Calc'd. for C17H18N2O3... The reactants are C(C)(C)(C)OC(=O)N1CCN(CC1)C=1C2=C(N=CN1)CCS2 (4-(6,7-Dihydro-thieno[3,2-d]pyrimidin-4-yl)-piperazine-1-carboxylic acid tert-butyl ester), Cl (HCl). The solvent is O1CCOCC1 (dioxane). Yields the product Cl.N1(CCNCC1)C=1C2=C(N=CN1)CCS2 (4-piperazin-1-yl-6,7-dihydro-thieno[3,2-d]pyrimidine hydrochloride). Reaction SMILES: C(OC([N:8]1[CH2:13][CH2:12][N:11]([C:14]2[C:15]3[S:22][CH2:21][CH2:20][C:16]=3[N:17]=[CH:18][N:19]=2)[CH2:10][CH2:9]1)=O)(C)(C)C.[ClH:23]>O1CCOCC1>[ClH:23].[N:11]1([C:14]2[C:15]3[S:22][CH2:21][CH2:20][C:16]=3[N:17]=[CH:18][N:19]=2)[CH2:12][CH2:13][NH:8][CH2:9][CH2:10]1 |f:3.4|. Procedure: 69 mg 4-(6,7-Dihydro-thieno[3,2-d]pyrimidin-4-yl)-piperazine-1-carboxylic acid tert-butyl ester was stirred in 2 mL 4 mol/L HCl solution in dioxane for 5 h. The mixture was evaporated. The residue was crystallized from isopropanol and diethylether to yield 48 mg of the desired product. (M+H)+: 223